Dataset: the Open Reaction Database (ORD), a public repository of structured organic reaction records. Task: describe an organic reaction: reactants, conditions, products, and yield Starting materials: CCCCCCCC(=O)NC1CCC2(C)C(C1)CC(O)C1C2CC(O)C2(C)C(C(C)CCC(=O)OC)CCC12, CO, [Na+], [OH-]. The product is CCCCCCCC(=O)NC1CCC2(C)C(C1)CC(O)C1C2CC(O)C2(C)C(C(C)CCC(=O)O)CCC12. RXN SMILES: [CH3:1][O:2][C:3]([CH2:4][CH2:5][CH:6]([CH3:7])[CH:8]1[CH2:9][CH2:10][CH:11]2[CH:12]3[CH:13]([OH:38])[CH2:14][CH:15]4[CH2:16][CH:17]([NH:28][C:29]([CH2:30][CH2:31][CH2:32][CH2:33][CH2:34][CH2:35][CH3:36])=[O:37])[CH2:18][CH2:19][C:20]4([CH3:21])[CH:22]3[CH2:23][CH:24]([OH:27])[C:25]12[CH3:26])=[O:39].[CH3:42][OH:43].[Na+:41].[OH-:40]>>[O:2]=[C:3]([CH2:4][CH2:5][CH:6]([CH3:7])[CH:8]1[CH2:9][CH2:10][CH:11]2[CH:12]3[CH:13]([OH:38])[CH2:14][CH:15]4[CH2:16][CH:17]([NH:28][C:29]([CH2:30][CH2:31][CH2:32][CH2:33][CH2:34][CH2:35][CH3:36])=[O:37])[CH2:18][CH2:19][C:20]4([CH3:21])[CH:22]3[CH2:23][CH:24]([OH:27])[C:25]12[CH3:26])[OH:39]. The reactants are [BH4-], COC(=O)CCCCC1CC2C(CC(OC(C)=O)C2C=CC(=O)CCC=C(C)C)O1, C1CCOC1, CO, [Na+]. The product is COC(=O)CCCCC1CC2C(CC(OC(C)=O)C2C=CC(O)CCC=C(C)C)O1. RXN SMILES: [BH4-:1].[C:3]([CH3:4])(=[O:5])[O:6][CH:7]1[CH:8]([CH:23]=[CH:24][C:25]([CH2:26][CH2:27][CH:28]=[C:29]([CH3:30])[CH3:31])=[O:32])[CH:9]2[CH2:10][CH:11]([CH2:15][CH2:16][CH2:17][CH2:18][C:19](=[O:20])[O:21][CH3:22])[O:12][CH:13]2[CH2:14]1.[CH2:35]1[O:36][CH2:37][CH2:38][CH2:39]1.[CH3:33][OH:34].[Na+:2]>>[C:3]([CH3:4])(=[O:5])[O:6][CH:7]1[CH:8]([CH:23]=[CH:24][CH:25]([CH2:26][CH2:27][CH:28]=[C:29]([CH3:30])[CH3:31])[OH:32])[CH:9]2[CH2:10][CH:11]([CH2:15][CH2:16][CH2:17][CH2:18][C:19](=[O:20])[O:21][CH3:22])[O:12][CH:13]2[CH2:14]1. Reactants: ClC1=CC(=C(C=C1)N1C(C=2CCCCC2C1S)=O)F (2-(4-chloro-2-fluorophenyl)-2,3,4,5,6,7-hexahydro-3-mercapto-1H-isoindol 1-one), C1(=CC=CC=C1)N1C(C=2C(C1=O)=CC=CC2)=S (N-phenylthio-phthalimide). Solvent: C1(=CC=CC=C1)C (toluene). Yields the product C1(C=2C(C(N1)=O)=CC=CC2)=O (phthalimide). RXN SMILES: ClC1C=CC([N:8]2[CH:16](S)[C:15]3[CH2:14][CH2:13][CH2:12][CH2:11][C:10]=3[C:9]2=[O:18])=C(F)C=1.C1(N2C(=[O:31])C3=CC=CC=C3C2=S)C=CC=CC=1>C1(C)C=CC=CC=1>[C:9]1(=[O:18])[NH:8][C:16](=[O:31])[C:15]2=[CH:14][CH:13]=[CH:12][CH:11]=[C:10]12. Procedure: In 30 ml of toluene were dissolved 3.0 g of 2-(4-chloro-2-fluorophenyl)-2,3,4,5,6,7-hexahydro-3-mercapto-1H-isoindol 1-one and 2.8 g of N-phenylthio-phthalimide, and the solution was heated under reflux for 3 hours. Upon cooling, there resulted crystals (phthalimide), which were filtered out, and the filtrate was concentrated under reduced pressure. A small amount of toluene was added and, upon standing overnight, there resulted crystals, which were collected by filtration and dried, thereby pro... Reactants: C(C)(=O)N1C2=C(NC([C@H]([C@@H]1C)NC([C@H](C)N(C(OC(C)(C)C)=O)C)=O)=O)C=CC=C2 (tert-butyl(S)-1-((2S,3S)-1-acetyl-2-methyl-4-oxo-2,3,4,5-tetrahydro-1H-benzo[b][1,4]diazepin-3-ylamino)-1-oxopropan-2-yl(methyl)carbamate), CS(=O)(=O)OCC1=C(C=NC2=CC=CC=C12)C1CC1 ((3-cyclopropylquinolin-4-yl)methyl methanesulfonate), C([O-])([O-])=O.[Cs+].[Cs+] (cesium carbonate), [I-].[Na+] (sodium iodide). Run in CCOC(=O)C (EtOAc), CN(C)C=O (DMF). Conditions: time 16 hour. Yields the product C(C)(=O)N1C2=C(N(C([C@H]([C@@H]1C)NC([C@H](C)N(C(OC(C)(C)C)=O)C)=O)=O)CC1=C(C=NC3=CC=CC=C13)C1CC1)C=CC=C2 (tert-butyl(S)-1-((2S,3S)-1-acetyl-5-((3-cyclopropylquinolin-4-yl)methyl)-2-methyl-4-oxo-2,3,4,5-tetrahydro-1H-benzo[b][1,4]diazepin-3-ylamino)-1-oxopropan-2-yl(methyl)carbamate). Isolated yield 45.3%. Reaction SMILES: [C:1]([N:4]1[C@@H:10]([CH3:11])[C@H:9]([NH:12][C:13](=[O:25])[C@@H:14]([N:16]([CH3:24])[C:17](=[O:23])[O:18][C:19]([CH3:22])([CH3:21])[CH3:20])[CH3:15])[C:8](=[O:26])[NH:7][C:6]2[CH:27]=[CH:28][CH:29]=[CH:30][C:5]1=2)(=[O:3])[CH3:2].CS(O[CH2:36][C:37]1[C:46]2[C:41](=[CH:42][CH:43]=[CH:44][CH:45]=2)[N:40]=[CH:39][C:38]=1[CH:47]1[CH2:49][CH2:48]1)(=O)=O.C(=O)([O-])[O-].[Cs+].[Cs+].[I-].[Na+]>CN(C=O)C.CCOC(C)=O>[C:1]([N:4]1[C@@H:10]([CH3:11])[C@H:9]([NH:12][C:13](=[O:25])[C@@H:14]([N:16]([CH3:24])[C:17](=[O:23])[O:18][C:19]([CH3:22])([CH3:21])[CH3:20])[CH3:15])[C:8](=[O:26])[N:7]([CH2:36][C:37]2[C:46]3[C:41](=[CH:42][CH:43]=[CH:44][CH:45]=3)[N:40]=[CH:39][C:38]=2[CH:47]2[CH2:48][CH2:49]2)[C:6]2[CH:27]=[CH:28][CH:29]=[CH:30][C:5]1=2)(=[O:3])[CH3:2] |f:2.3.4,5.6|. Reported procedure: To a rt solution of tert-butyl(S)-1-((2S,3S)-1-acetyl-2-methyl-4-oxo-2,3,4,5-tetrahydro-1H-benzo[b][1,4]diazepin-3-ylamino)-1-oxopropan-2-yl(methyl)carbamate (100 mg, 239 μmol) in DMF (597 μl) was added (3-cyclopropylquinolin-4-yl)methyl methanesulfonate (79.5 mg, 287 μmol), cesium carbonate (101 mg, 311 μmol), and sodium iodide (46.6 mg, 311 μmol). The reaction was stirred at rt for 16 h, then diluted with EtOAc, washed with H2O and sat. aq. NaCl, dried over Na2SO4, filtered, and concentrated. ... The reactants are ClC=1NC2=C(N1)C=CC(=C2)OC (2-Chloro-5-methoxybenzimidazole), B(Br)(Br)Br (boron tribromide). Solvent: ClCCl (dichloromethane). Conditions: time 2 hour. Yields the product ClC=1NC2=C(N1)C=CC(=C2)O (2-chloro-5-hydroxybenzimidazole). Yield: 159.1%. As a reaction SMILES: [Cl:1][C:2]1[NH:3][C:4]2[CH:10]=[C:9]([O:11]C)[CH:8]=[CH:7][C:5]=2[N:6]=1.B(Br)(Br)Br>ClCCl>[Cl:1][C:2]1[NH:3][C:4]2[CH:10]=[C:9]([OH:11])[CH:8]=[CH:7][C:5]=2[N:6]=1. Reported procedure: 2-Chloro-5-methoxybenzimidazole (0.3 g, 1.64 mmol) was suspended in dichloromethane (20 ml) under argon followed by the addition of boron tribromide (233 ul, 2.46 mmol). The reaction mixture was stirred for 2 hours at ambient temperature. The solvent was evaporated and the resulting powder was added in portions to methanol (30 ml). Silica was added and the solvent was evaporated. The resulting powder was placed on the top of a silica column and the product was eluted off using dichloromethane/me... Starting materials: C(C)N(CC)S(F)(F)F ((diethylamino)sulfur trifluoride), OCC1=C(C(=NC(=N1)NC1=CC=C(C=C1)F)N1C(C2=CC=CC=C2CC1)C)C (6-hydroxymethyl-5-methyl-2-(4-fluorophenyl-amino)4-(1-methyl-1,2,3,4-tetrahydroisoquinolin-2-yl)pyrimidine), ClCCl (dichloromethane), O (water). Conditions: temperature -75 celsius, time 2 hour. Yields the product Cl.CC=1C(=NC(=NC1CF)NC1=CC=C(C=C1)F)N1C(C2=CC=CC=C2CC1)C (5-methyl-6-fluoromethyl-2-(4-fluorophenylamino)-4-(1-methyl-1,2,3,4-tetrahydroisoquinolin-2-yl)-pyrimidine hydrochloride). Isolated yield 34.5%. As a reaction SMILES: O[CH2:2][C:3]1[N:8]=[C:7]([NH:9][C:10]2[CH:15]=[CH:14][C:13]([F:16])=[CH:12][CH:11]=2)[N:6]=[C:5]([N:17]2[CH2:26][CH2:25][C:24]3[C:19](=[CH:20][CH:21]=[CH:22][CH:23]=3)[CH:18]2[CH3:27])[C:4]=1[CH3:28].C(N(S(F)(F)[F:35])CC)C.O.[Cl:39]CCl>>[ClH:39].[CH3:28][C:4]1[C:5]([N:17]2[CH2:26][CH2:25][C:24]3[C:19](=[CH:20][CH:21]=[CH:22][CH:23]=3)[CH:18]2[CH3:27])=[N:6][C:7]([NH:9][C:10]2[CH:15]=[CH:14][C:13]([F:16])=[CH:12][CH:11]=2)=[N:8][C:3]=1[CH2:2][F:35] |f:4.5|. Procedure: The solution of 6-hydroxymethyl-5-methyl-2-(4-fluorophenyl-amino)4-(1-methyl-1,2,3,4-tetrahydroisoquinolin-2-yl)pyrimidine (0.19 g, 0.5 mmol) prepared in accordance with WO 98/43968 in dichloromethane (5 ml) and cooled to −75° C. and (diethylamino)sulfur trifluoride (0.15 ml, 2.26mmol) was dropwise added thereto. The reaction mixture was stirred for 2 hours at −75° C., further stirred for 2 hours at −45 ° C., and slowly heated to room temperature. The reaction mixture was stirred for 18 hours at... The reactants are CC=1NC(=C(C(C1C(=O)OCCOC)C1=CC(=CC=C1)NO)C(=O)OC(C)C)C (2-Methoxyethyl 1-Methylethyl 1,4-Dihydro-2,6-dimethyl-4-(3-hydroxylaminophenyl)-3,5-pyridinedicarboxylate), [N+](=O)([O-])C=1C=C(C=O)C=CC1 (3-nitrobenzaldehyde). The product is CC=1NC(=C(C(C1C(=O)OCCOC)C1=CC(=CC=C1)/N(=O)=C/C1=CC(=CC=C1)[N+](=O)[O-])C(=O)OC(C)C)C (2-Methoxyethyl 1-Methylethyl 1,4-Dihydro-2,6-dimethyl-4-{3-[(Z)-N-(3-nitrophenylmethylene)-N-oxo-λ5 -azanyl]phenyl}-3,5-pyridinedicarboxylate). Isolated yield 76.5%. Reaction SMILES: [CH3:1][C:2]1[NH:3][C:4]([CH3:29])=[C:5]([C:23]([O:25][CH:26]([CH3:28])[CH3:27])=[O:24])[CH:6]([C:15]2[CH:20]=[CH:19][CH:18]=[C:17]([NH:21][OH:22])[CH:16]=2)[C:7]=1[C:8]([O:10][CH2:11][CH2:12][O:13][CH3:14])=[O:9].[N+:30]([C:33]1[CH:34]=[C:35]([CH:38]=[CH:39][CH:40]=1)[CH:36]=O)([O-:32])=[O:31]>>[CH3:1][C:2]1[NH:3][C:4]([CH3:29])=[C:5]([C:23]([O:25][CH:26]([CH3:27])[CH3:28])=[O:24])[CH:6]([C:15]2[CH:20]=[CH:19][CH:18]=[C:17]([N:21](=[CH:36][C:35]3[CH:38]=[CH:39][CH:40]=[C:33]([N+:30]([O-:32])=[O:31])[CH:34]=3)=[O:22])[CH:16]=2)[C:7]=1[C:8]([O:10][CH2:11][CH2:12][O:13][CH3:14])=[O:9]. Reported procedure: The reaction of hydroxylamine 55 (0.80 g, 2 mmol) with 3-nitrobenzaldehyde (57) (0.302 g, 2 mmol) afforded, after workup, a yellow solid. The crude product was recrystallized from dichloromethane-petroleum ether to afford 0.82 g (1.53 mmol, 77%) of 68 as a light yellow crystalline solid: mp 175°-178° C.; IR (CH2Cl2) 3440, 2980, 1695, 1620, 1550, 1532, 1470, 1350, 1295, 1210, 1100, 905, 810 cm-1 ; 1H NMR (CDCl3) δ 1.11 (d, J=6.2 Hz, 3H), 1.23 (d, J=6.2 Hz, 3H), 2.29 (s, 6H), 3.32 (s, 3H), 3.58 (t... Reactants: C(=O)(O)C1=CN=C2SC3=C(N2C1=O)C=CC=C3 (3-carboxy-4-oxo-4H-pyrimido[2,1-b]benzothiazole), C(=O)(N1C=NC=C1)N1C=NC=C1 (1,1'-carbonyldiimidazole), NC1=NN=NN1 (5-aminotetrazole), CN(C=O)C (dimethylformamide). Product: N1N=NN=C1NC(=O)C1=CN=C2SC3=C(N2C1=O)C=C1C(=C3)OCO1 (N-(5-Tetrazolyl)-7,8-methylenedioxy-4-oxo-4H-pyrimido[2,1-b]benzothiazole-3-carboxamide). RXN SMILES: [C:1]([C:4]1[C:12](=[O:13])[N:11]2[C:7]([S:8][C:9]3[CH:17]=[CH:16][CH:15]=[CH:14][C:10]=32)=[N:6][CH:5]=1)([OH:3])=O.[C:18](N1C=CN=C1)(N1C=CN=C1)=[O:19].[NH2:30][C:31]1[NH:35][N:34]=[N:33][N:32]=1.CN(C)C=[O:39]>>[NH:32]1[C:31]([NH:30][C:1]([C:4]2[C:12](=[O:13])[N:11]3[C:7]([S:8][C:9]4[CH:17]=[C:16]5[O:39][CH2:18][O:19][C:15]5=[CH:14][C:10]=43)=[N:6][CH:5]=2)=[O:3])=[N:35][N:34]=[N:33]1. Reported procedure: In a manner similar to Example 21, 840 mg. of 3-carboxy-4-oxo-4H-pyrimido[2,1-b]benzothiazole, 535 mg. of 1,1'-carbonyldiimidazole and 281 mg. of 5-aminotetrazole in 35 ml. of dimethylformamide gives the desired product, which can be purified by recrystallization from dimethylformamide. Reactants: C=O, O=C([O-])[O-], Cl, Oc1cccc(F)c1, [K+], [K+], O. Product: O=C(O)c1ccc(F)cc1O. As a reaction SMILES: [C:15]=[O:16].[C:1]([O-:2])([O-:3])=[O:4].[ClH:17].[F:7][c:8]1[cH:9][c:10]([OH:14])[cH:11][cH:12][cH:13]1.[K+:5].[K+:6].[OH2:18]>>[C:1]([OH:2])(=[O:4])[c:11]1[c:10]([OH:14])[cH:9][c:8]([F:7])[cH:13][cH:12]1.